From a dataset of the Open Reaction Database (ORD), a public repository of structured organic reaction records. describe an organic reaction: reactants, conditions, products, and yield Reactants: CC(=O)O, CCCc1cccc(NCC(=O)OC)c1, O=N[O-], NCC(=O)O, [Na+], O, [Zn]. Product: CCCc1cccc(N(N)CC(=O)OC)c1. Reaction SMILES: [CH3:25][C:26](=[O:27])[OH:28].[CH3:6][O:7][C:8]([CH2:9][NH:10][c:11]1[cH:12][c:13]([CH2:17][CH2:18][CH3:19])[cH:14][cH:15][cH:16]1)=[O:20].[N:21]([O-:22])=[O:23].[NH2:1][CH2:2][C:3](=[O:4])[OH:5].[Na+:24].[OH2:29].[Zn:30]>>[NH2:1][N:10]([CH2:9][C:8]([O:7][CH3:6])=[O:20])[c:11]1[cH:12][c:13]([CH2:17][CH2:18][CH3:19])[cH:14][cH:15][cH:16]1. The reactants are Cc1ccccc1, O=C(O)C=Cc1ccc(F)c(F)c1, O=S(Cl)Cl, c1ccncc1. Product: O=C(Cl)C=Cc1ccc(F)c(F)c1. As a reaction SMILES: [CH3:24][c:25]1[cH:26][cH:27][cH:28][cH:29][cH:30]1.[F:1][c:2]1[cH:3][c:4]([CH:9]=[CH:10][C:11](=[O:12])[OH:13])[cH:5][cH:6][c:7]1[F:8].[S:20]([Cl:21])([Cl:22])=[O:23].[cH:14]1[cH:15][cH:16][n:17][cH:18][cH:19]1>>[F:1][c:2]1[cH:3][c:4]([CH:9]=[CH:10][C:11](=[O:13])[Cl:22])[cH:5][cH:6][c:7]1[F:8]. Reactants: [N-]=[N+]=[N-].[Na+] (sodium azide), C(C1=CC=CC=C1)#N (benzonitrile). Reagents/catalysts: [Cl-].[Zn+2].[Cl-] (zinc chloride). Procedure details: As outlined in Scheme 8, benzonitrile is treated with sodium azide and zinc chloride to give 5-phenyltetrazole 14 which is converted to the N-trityl derivative 15 by treatment with triphenylmethyl chloride and triethylamine. The zinc reagent 16 was prepared by treatment with n-butyllithium followed by zinc chloride. Coupling with 4-iodotoluene using the catalyst bis(triphenylphosphine)nickel(II) dichloride gives the biphenyl product 17 in high yield. Treatment with N-bromosuccinimide in refluxin... The product is C1(=CC=CC=C1)C1=NN=NN1 (5-phenyltetrazole). As a reaction SMILES: [N-:1]=[N+:2]=[N-:3].[Na+].[C:5](#[N:12])[C:6]1[CH:11]=[CH:10][CH:9]=[CH:8][CH:7]=1>[Cl-].[Zn+2].[Cl-]>[C:6]1([C:5]2[NH:12][N:3]=[N:2][N:1]=2)[CH:11]=[CH:10][CH:9]=[CH:8][CH:7]=1 |f:0.1,3.4.5|. Starting materials: [OH-].[Na+] (sodium hydroxide), COC([C@@H](CO)NC(=O)C1=CC=C2CN(C3=C(CN21)C=CC=C3)C(C3=CC(=C(C=C3)C3=CCCCC3)C)=O)=O ((2R)-2-{[10-(4-Cyclohex-1-en-1-yl-3-methyl-benzoyl)-10,11-dihydro-5H-pyrrolo[2,1-c][1,4]benzodiazepine-3-carbonyl]-amino}-3-hydroxy-propionic acid methyl ester), Cl (hydrochloric acid). Procedure: (2R)-2-{[10-(4-Cyclohex-1-en-1-yl-3-methyl-benzoyl)-10,11-dihydro-5H-pyrrolo[2,1-c][1,4]benzodiazepine-3-carbonyl]-amino}-3-hydroxy-propionic acid methyl ester of Example 13 (0.260 g, 0.493 mmol), was dissolved in acetone (3.3 mL), followed by the addition of 2.5 N sodium hydroxide (0.590 mL, 1.48 mmol). The reaction was stirred at room temperature overnight, acidified with 1 N hydrochloric acid and extracted with diethyl ether. The combined ether phases were extracted with 1 N sodium hydroxide ... Conditions: time 8 hour. The solvent is CC(=O)C (acetone). The yield is 98.7%. As a reaction SMILES: C[O:2][C:3](=[O:39])[C@H:4]([NH:7][C:8]([C:10]1[N:19]2[C:13]([CH2:14][N:15]([C:24](=[O:38])[C:25]3[CH:30]=[CH:29][C:28]([C:31]4[CH2:36][CH2:35][CH2:34][CH2:33][CH:32]=4)=[C:27]([CH3:37])[CH:26]=3)[C:16]3[CH:23]=[CH:22][CH:21]=[CH:20][C:17]=3[CH2:18]2)=[CH:12][CH:11]=1)=[O:9])[CH2:5][OH:6].[OH-].[Na+].Cl>CC(C)=O>[C:31]1([C:28]2[CH:29]=[CH:30][C:25]([C:24]([N:15]3[C:16]4[CH:23]=[CH:22][CH:21]=[CH:20][C:17]=4[CH2:18][N:19]4[C:10]([C:8]([NH:7][C@H:4]([CH2:5][OH:6])[C:3]([OH:39])=[O:2])=[O:9])=[CH:11][CH:12]=[C:13]4[CH2:14]3)=[O:38])=[CH:26][C:27]=2[CH3:37])[CH2:36][CH2:35][CH2:34][CH2:33][CH:32]=1 |f:1.2|. Yields the product C1(=CCCCC1)C1=C(C=C(C(=O)N2CC=3N(CC4=C2C=CC=C4)C(=CC3)C(=O)N[C@@H](C(=O)O)CO)C=C1)C ((2R)-2-{[10-(4-Cyclohex-1-en-1-yl-3-methyl-benzoyl)-10,11-dihydro-5H-pyrrolo[2,1-c][1,4]benzodiazepine-3-carbonyl]-amino}-3-hydroxy-propionic acid). Reaction conditions: temperature 135 celsius. Reactants: O (Water), O.OC1=CC=C(C(C(=O)[O-])O)C=C1.[Na+] (sodium p-hydroxymandelate monohydrate), [Cl-].[Na+] (sodium chloride), [C-]#N.[Na+] (sodium cyanide). RXN SMILES: O.[OH:2][C:3]1[CH:13]=[CH:12][C:6]([CH:7](O)[C:8]([O-])=O)=[CH:5][CH:4]=1.[Na+].[Cl-].[Na+].[C-]#[N:18].[Na+].O>CN(C)C=O.C(O)=O>[OH:2][C:3]1[CH:13]=[CH:12][C:6]([CH2:7][C:8]#[N:18])=[CH:5][CH:4]=1 |f:0.1.2,3.4,5.6|. Run in C(=O)O (formic acid), CN(C=O)C (N,N-dimethylformamide). Product: OC1=CC=C(CC#N)C=C1 (p-hydroxybenzyl cyanide). Procedure: A stirred suspension of sodium p-hydroxymandelate monohydrate (50 g. of 77% w/w material, the impurity being sodium chloride) and sodium cyanide (12.5 g.) in N,N-dimethylformamide (67.5 ml.) is heated at 135° C. for 2 hours and then cooled. Water (200 ml.) and formic acid (20 ml.) are added and the mixture is extracted twice with methyl isobutyl ketone (200 ml. and 100 ml.). The combined extracts are washed twice with water (50 ml. each time) and are then concentrated by evaporation. There is th... The reactants are ClC1=CC=C(CNC(=O)C2=CN3C4=C(C=C(C=C4C2=O)I)OCC3)C=C1 (N-(4-chlorobenzyl)-9-iodo-7-oxo-2,3-dihydro-7H-[1,4]oxazino[2,3,4-ij]quinoline-6-carboxamide), C(C#C)O (propargyl alcohol), O (water). The reagents and catalysts are Cl[Pd]([P](C1=CC=CC=C1)(C2=CC=CC=C2)C3=CC=CC=C3)([P](C4=CC=CC=C4)(C5=CC=CC=C5)C6=CC=CC=C6)Cl (bis(triphenylphosphine)palladium dichloride), [Cu+] (copper (I)). The solvent is C(C)NCC (diethylamine), CO (methanol). Run at time 18 hour. The product is ClC1=CC=C(CNC(=O)C2=CN3C4=C(C=C(C=C4C2=O)C#CCO)OCC3)C=C1 (N-(4-Chlorobenzyl)-9-(3-hydroxy-1-propynyl)-7-oxo-2,3-dihydro-7H-[1,4]oxazino[2,3,4-ij]quinoline-6-carboxamide). As a reaction SMILES: [Cl:1][C:2]1[CH:26]=[CH:25][C:5]([CH2:6][NH:7][C:8]([C:10]2[C:19](=[O:20])[C:18]3[C:13]4=[C:14]([O:22][CH2:23][CH2:24][N:12]4[CH:11]=2)[CH:15]=[C:16](I)[CH:17]=3)=[O:9])=[CH:4][CH:3]=1.[CH2:27]([OH:30])[C:28]#[CH:29].O>C(NCC)C.CO.[Cu+].Cl[Pd](Cl)([P](C1C=CC=CC=1)(C1C=CC=CC=1)C1C=CC=CC=1)[P](C1C=CC=CC=1)(C1C=CC=CC=1)C1C=CC=CC=1>[Cl:1][C:2]1[CH:26]=[CH:25][C:5]([CH2:6][NH:7][C:8]([C:10]2[C:19](=[O:20])[C:18]3[C:13]4=[C:14]([O:22][CH2:23][CH2:24][N:12]4[CH:11]=2)[CH:15]=[C:16]([C:29]#[C:28][CH2:27][OH:30])[CH:17]=3)=[O:9])=[CH:4][CH:3]=1 |^1:42,61|. Reported procedure: To a mixture of 539 mg of N-(4-chlorobenzyl)-9-iodo-7-oxo-2,3-dihydro-7H-[1,4]oxazino[2,3,4-ij]quinoline-6-carboxamide of Preparation 10, 78 mg of copper (I) odide, and 30 mg of bis(triphenylphosphine)palladium dichloride in 11 mL of diethylamine, stirred vigorously under argon, is added 82 μL of propargyl alcohol. The mixture is stirred for 18 hours, then diluted with a little methanol and added to 120 mL of stirred water. The precipitated solid is filtered, washed well with water, and dried in... The reactants are FC1=C(C=C(C=C1F)F)C=CC(=O)OCC (ethyl 3-(2,3,5-trifluorophenyl)acrylate), [N+](=O)([O-])C (nitromethane). The product is FC1=C(C=C(C=C1F)F)C1CC(NC1)=O (4-(2,3,5-trifluorophenyl)pyrrolidin-2-one). As a reaction SMILES: [F:1][C:2]1[C:7]([F:8])=[CH:6][C:5]([F:9])=[CH:4][C:3]=1[CH:10]=[CH:11][C:12]([O:14]CC)=O.[N+:17]([CH3:20])([O-])=O>>[F:1][C:2]1[C:7]([F:8])=[CH:6][C:5]([F:9])=[CH:4][C:3]=1[CH:10]1[CH2:20][NH:17][C:12](=[O:14])[CH2:11]1. Procedure details: 4-(2,3,5-trifluorophenyl)pyrrolidin-2-one x38 is synthesized from nitromethane and ethyl 3-(2,3,5-trifluorophenyl)acrylate according to the methodology described in Kenda B. et al., J. Med. Chem. (2004), 47, 530-549. Reactants: C(C)OC=1C=C(CN2CCC(CC2)NC(C2=CC(=CC=C2)C=2N=NNN2)=O)C=C(C1F)OCC (N-[1-(3,5-Diethoxy-4-fluoro-benzyl)-piperidin-4-yl]-3-(2H-tetrazol-5-yl)-benzamide), C(C)OC=1C=C(C=O)C=C(C1N1C=CC=C1)OCC (3,5-diethoxy-4-pyrrol-1-yl-benzaldehyde), C(#N)[BH3-].[Na+] (sodium cyanoborohydride), C(C)N(C(C)C)C(C)C (N-ethyl-diisopropylamine). The solvent is C(C)O (ethanol), C(C)(=O)O (acetic acid). Product: C(C)OC=1C=C(CN2CCC(CC2)NC(C2=CC(=CC=C2)C=2N=NNN2)=O)C=C(C1N1C=CC=C1)OCC (N-[1-(3,5-Diethoxy-4-pyrrol-1-yl-benzyl)-piperidin-4-yl]-3-(2H-tetrazol-5-yl)-benzamide). RXN SMILES: [CH2:1]([O:3][C:4]1[CH:5]=[C:6]([CH:28]=[C:29]([O:32][CH2:33][CH3:34])[C:30]=1F)[CH2:7][N:8]1[CH2:13][CH2:12][CH:11]([NH:14][C:15](=[O:27])[C:16]2[CH:21]=[CH:20][CH:19]=[C:18]([C:22]3[N:23]=[N:24][NH:25][N:26]=3)[CH:17]=2)[CH2:10][CH2:9]1)[CH3:2].C(OC1C=C(C=C(OCC)C=1[N:46]1[CH:50]=[CH:49][CH:48]=[CH:47]1)C=O)C.C([BH3-])#N.[Na+].C(N(C(C)C)C(C)C)C>C(O)C.C(O)(=O)C>[CH2:1]([O:3][C:4]1[CH:5]=[C:6]([CH:28]=[C:29]([O:32][CH2:33][CH3:34])[C:30]=1[N:46]1[CH:50]=[CH:49][CH:48]=[CH:47]1)[CH2:7][N:8]1[CH2:13][CH2:12][CH:11]([NH:14][C:15](=[O:27])[C:16]2[CH:21]=[CH:20][CH:19]=[C:18]([C:22]3[N:23]=[N:24][NH:25][N:26]=3)[CH:17]=2)[CH2:10][CH2:9]1)[CH3:2] |f:2.3|. Reported procedure: In analogy to the procedure described in example 50k), N-piperidin-4-yl-3-(1H-tetrazol-5-yl)-benzamide (example 178) was reacted with 3,5-diethoxy-4-pyrrol-1-yl-benzaldehyde (example 40b), sodium cyanoborohydride, N-ethyl-diisopropylamine and acetic acid in ethanol at 50° C. to yield the title compound as off-white solid. MS: 516.2 (MH+). Starting materials: C(C)(C)(C)OC(=O)N[C@H](C(=O)O)CSC1=C(C=CC=C1[N+](=O)[O-])[N+](=O)[O-] ((R)-2-tert-butoxycarbonylamino-3-(2,6-dinitro-phenylsulfanyl)-propionic acid), [NH4+].[Cl-] (NH4Cl). The reagents and catalysts are [Zn] (Zn). The solvent is CO.O (MeOH H2O). Conditions: time 1 hour. Product: C(C)(C)(C)OC(=O)N[C@H](C(=O)O)CSC1=C(C=CC=C1N)N ((R)-2-tert-butoxycarbonylamino-3-(2,6-diamino-phenylsulfanyl)-propionic acid). Isolated yield 69.4%. RXN SMILES: [C:1]([O:5][C:6]([NH:8][C@@H:9]([CH2:13][S:14][C:15]1[C:20]([N+:21]([O-])=O)=[CH:19][CH:18]=[CH:17][C:16]=1[N+:24]([O-])=O)[C:10]([OH:12])=[O:11])=[O:7])([CH3:4])([CH3:3])[CH3:2].[NH4+].[Cl-]>[Zn].CO.O>[C:1]([O:5][C:6]([NH:8][C@@H:9]([CH2:13][S:14][C:15]1[C:16]([NH2:24])=[CH:17][CH:18]=[CH:19][C:20]=1[NH2:21])[C:10]([OH:12])=[O:11])=[O:7])([CH3:4])([CH3:2])[CH3:3] |f:1.2,4.5|. Reported procedure: To a solution of (R)-2-tert-butoxycarbonylamino-3-(2,6-dinitro-phenylsulfanyl)-propionic acid (1.7 g, 4.4 mmol) in 3:1 v/v MeOH/H2O (80 mL) containing NH4Cl (7.0 g, 130 mmol) was added Zn dust (5.7 g, 87.2 mmol) and the resulting mixture was stirred for 1 h. The mixture was filtered through a pad of Celite, the filtrate volume was reduced in vacuuo and acidified to pH 4 with 1.0 M HCl. The mixture was extracted with EtOAc, the combined extracts washed with H2O, brine, dried over Na2SO4, filtered... The product is CN(C)C(=O)Nc1ccc(OCCc2ccccc2)c(N)c1. Reactants: CCO, [H][H], CN(C)C(=O)Nc1ccc(OCCc2ccccc2)c([N+](=O)[O-])c1, [Pd]. As a reaction SMILES: [CH2:27]([OH:28])[CH3:29].[H:25][H:26].[N+:1]([O-:2])(=[O:3])[c:4]1[cH:5][c:6]([NH:19][C:20]([N:21]([CH3:22])[CH3:23])=[O:24])[cH:7][cH:8][c:9]1[O:10][CH2:11][CH2:12][c:13]1[cH:14][cH:15][cH:16][cH:17][cH:18]1.[Pd:30]>>[NH2:1][c:4]1[cH:5][c:6]([NH:19][C:20]([N:21]([CH3:22])[CH3:23])=[O:24])[cH:7][cH:8][c:9]1[O:10][CH2:11][CH2:12][c:13]1[cH:14][cH:15][cH:16][cH:17][cH:18]1.